This data is from the Open Reaction Database (ORD), a public repository of structured organic reaction records. The task is: describe an organic reaction: reactants, conditions, products, and yield Reactants: NC=1C=C2CCC(N(C2=CC1)CCN1CCCC1)=O (6-amino-1-(2-(pyrrolidin-1-yl)ethyl)-3,4-dihydroquinolin-2(1H)-one), I.S1C(=CC=C1)C(=N)SC (methyl thiophene-2-carbimidothioate hydroiodide), yellow oil, N (NH3). Run in C(C)O (ethanol), CO.C(Cl)Cl (MeOH CH2Cl2). Run at time 18 hour. The product is O=C1N(C2=CC=C(C=C2CC1)NC(=N)C=1SC=CC1)CCN1CCCC1 (N-(2-oxo-1-(2-(pyrrolidin-1-yl)ethyl)-1,2,3,4-tetrahydroquinolin-6-yl)thiophene-2-carboximidamide). As a reaction SMILES: [NH2:1][C:2]1[CH:3]=[C:4]2[C:9](=[CH:10][CH:11]=1)[N:8]([CH2:12][CH2:13][N:14]1[CH2:18][CH2:17][CH2:16][CH2:15]1)[C:7](=[O:19])[CH2:6][CH2:5]2.I.[S:21]1[CH:25]=[CH:24][CH:23]=[C:22]1[C:26](SC)=[NH:27].N>C(O)C.CO.C(Cl)Cl>[O:19]=[C:7]1[CH2:6][CH2:5][C:4]2[C:9](=[CH:10][CH:11]=[C:2]([NH:1][C:26]([C:22]3[S:21][CH:25]=[CH:24][CH:23]=3)=[NH:27])[CH:3]=2)[N:8]1[CH2:12][CH2:13][N:14]1[CH2:15][CH2:16][CH2:17][CH2:18]1 |f:1.2,5.6|. Procedure: A solution of 6-amino-1-(2-(pyrrolidin-1-yl)ethyl)-3,4-dihydroquinolin-2(1H)-one (165 mg, 0.636 mmol) in 5 mL of ethanol was treated with methyl thiophene-2-carbimidothioate hydroiodide (363 mg, 1.27 mmol) and stirred for 18 hours at room temperature. The mixture was partitioned between CH2Cl2 (50 mL) and saturated sodium bicarbonate (10 mL). The aqueous layer was extracted with an additional 20 mL CH2Cl2. The combined organic layers were dried over sodium sulfate and concentrated to give a yell...